From a dataset of the Open Reaction Database (ORD), a public repository of structured organic reaction records. describe an organic reaction: reactants, conditions, products, and yield Starting materials: N (ammonia), C(Cl)Cl.C1CCCCC1.CO (methylene chloride cyclohexane methanol). Product: NCCCCCC1=CC=C(C=C1)OC (4-(5-aminopentyl)anisole). RXN SMILES: [NH3:1].C(Cl)Cl.[CH2:5]1[CH2:10][CH2:9][CH2:8][CH2:7][CH2:6]1.[CH3:11][OH:12]>>[NH2:1][CH2:7][CH2:6][CH2:5][CH2:10][CH2:9][C:5]1[CH:10]=[CH:9][C:8]([O:12][CH3:11])=[CH:7][CH:6]=1 |f:1.2.3|. Reported procedure: Rf value: 0.59 (silica gel; methylene chloride/cyclohexane/methanol/conc. aqueous ammonia=68:15:15:2) The reactants are ClC=1C=C(C(=O)OO)C=CC1 (3-chloroperoxybenzoic acid), C(C)(C)(C)N (t-butylamine), C1(CCCC1)NC1=NC=CC(=N1)C=1C(=NN2C(=NC=CC21)SC)C2=CC=C(C=C2)F (N-cyclopentyl-4-[2-(4-fluorophenyl)-7-(methylsulfanyl)pyrazolo[1,5-c]pyrimidin-3-yl]pyrimidin-2-amine), ClC=1C=C(C(=O)OO)C=CC1 (3-chloroperoxybenzoic acid), C(C)(C)(C)N (t-Butylamine). Solvent: O (water), ClCCl (dichloromethane), O (water), ClCCl (dichloromethane). Reaction conditions: time 1 hour. Yields the product C(C)(C)(C)NC1=NC=CC=2N1N=C(C2C2=NC(=NC=C2)NC2CCCC2)C2=CC=C(C=C2)F (N-(tert-butyl)-3-[2-(cyclopentylamino)pyrimidin-4-yl]-2-(4-fluorophenyl)pyrazolo[1,5-c]pyrimidin-7-amine). Yield: 14.0%. Reaction SMILES: [CH:1]1([NH:6][C:7]2[N:12]=[C:11]([C:13]3[C:14]([C:24]4[CH:29]=[CH:28][C:27]([F:30])=[CH:26][CH:25]=4)=[N:15][N:16]4[C:21]=3[CH:20]=[CH:19][N:18]=[C:17]4SC)[CH:10]=[CH:9][N:8]=2)[CH2:5][CH2:4][CH2:3][CH2:2]1.ClC1C=C(C=CC=1)C(OO)=O.[C:42]([NH2:46])([CH3:45])([CH3:44])[CH3:43]>ClCCl.O>[C:42]([NH:46][C:17]1[N:16]2[N:15]=[C:14]([C:24]3[CH:29]=[CH:28][C:27]([F:30])=[CH:26][CH:25]=3)[C:13]([C:11]3[CH:10]=[CH:9][N:8]=[C:7]([NH:6][CH:1]4[CH2:2][CH2:3][CH2:4][CH2:5]4)[N:12]=3)=[C:21]2[CH:20]=[CH:19][N:18]=1)([CH3:45])([CH3:44])[CH3:43]. Procedure: To a solution of N-cyclopentyl-4-[2-(4-fluorophenyl)-7-(methylsulfanyl)pyrazolo[1,5-c]pyrimidin-3-yl]pyrimidin-2-amine (40 mg, 0.095 mmol) in dichloromethane (2 mL) was added 3-chloroperoxybenzoic acid (12 mg, 0.14 mmol) and the reaction mixture stirred at room temperature for 1 hour. t-Butylamine (3 mL) was added and heated to reflux for 3 hours. The reaction was allowed to cool and diluted with water. The mixture was extracted with ethyl acetate and the organic phase washed with brine before b... Starting materials: C1(=CC=CC=C1)C=1NC=2C=CC=C3C2C1CCNC3=O (2-Phenyl-3,4,5,6-tetrahydro-1H-azepino[5,4,3-cd]indol-6-one), tricyclic bromide, O.NC=1C=C(C=CC1)B(O)O (3-aminobenzeneboronic acid monohydrate). Product: NC=1C=C(C=CC1)C=1NC=2C=CC=C3C2C1CCNC3=O (2-(3-aminophenyl)-3,4,5,6-tetrahydro-1H-azepino[5,4,3-cd]indol-6-one). As a reaction SMILES: [C:1]1([C:7]2[NH:8][C:9]3[CH:10]=[CH:11][CH:12]=[C:13]4[C:19](=[O:20])[NH:18][CH2:17][CH2:16][C:15]=2[C:14]=34)[CH:6]=[CH:5][CH:4]=[CH:3][CH:2]=1.O.[NH2:22]C1C=C(B(O)O)C=CC=1>>[NH2:22][C:5]1[CH:6]=[C:1]([C:7]2[NH:8][C:9]3[CH:10]=[CH:11][CH:12]=[C:13]4[C:19](=[O:20])[NH:18][CH2:17][CH2:16][C:15]=2[C:14]=34)[CH:2]=[CH:3][CH:4]=1 |f:1.2|. Procedure details: In a manner similar to that described for Compound 12, the tricyclic bromide (428 mg, 1.61 mmol) and 3-aminobenzeneboronic acid monohydrate (300 mg, 1.94 mmol) were coupled to yield 2-(3-aminophenyl)-3,4,5,6-tetrahydro-1H-azepino[5,4,3-cd]indol-6-one, 110 mg (25%) as an off-white solid: 1H NMR (300 MHz, d6-DMSO) δ 3.03 (m, 2H), 3.39 (m, 2H), 5.24 (s, 2H), 6.59 (br d, 1H), 6.78 (d, J=7.7 Hz, 1H), 6.84 (m, 2H), 7.18 (m, 2H), 7.52 (d, J=7.9 Hz, 1H), 7.66 (d, J=7.4 Hz, 1H), 8.04 (br t, 1H), 11.41 (b... The reactants are C(C)(C)(C)OC([C@H](CN1C2=NC=NC(=C2N=C1)N1CCC(CC1)C1=NC=2NCCCC2C=C1)NC(=O)OCC1=CC=CC=C1)=O ((2S)-2-Benzyloxycarbonylamino-3-(6-(4-(5,6,7,8-tetrahydro-[1,8]naphthyridin-2-yl)-piperidin-1-yl)-purin-9-yl)-propionic acid tert-butyl ester). The reagents and catalysts are [Pd] (palladium on charcoal). Run in CO (methanol), C(C)(=O)O (acetic acid). Conditions: time 5 hour. The product is C(C)(C)(C)OC([C@H](CN1C2=NC=NC(=C2N=C1)N1CCC(CC1)C1=NC=2NCCCC2C=C1)N)=O ((2S)-2-Amino-3-(6-(4-(5,6,7,8-tetrahydro-[1,8]naphthyridin-2-yl)-piperidin-1-yl)purin-9-yl)-propionic acid tert-butyl ester). Reaction SMILES: [C:1]([O:5][C:6](=[O:45])[C@@H:7]([NH:34]C(OCC1C=CC=CC=1)=O)[CH2:8][N:9]1[CH:17]=[N:16][C:15]2[C:10]1=[N:11][CH:12]=[N:13][C:14]=2[N:18]1[CH2:23][CH2:22][CH:21]([C:24]2[CH:33]=[CH:32][C:31]3[CH2:30][CH2:29][CH2:28][NH:27][C:26]=3[N:25]=2)[CH2:20][CH2:19]1)([CH3:4])([CH3:3])[CH3:2]>CO.C(O)(=O)C.[Pd]>[C:1]([O:5][C:6](=[O:45])[C@@H:7]([NH2:34])[CH2:8][N:9]1[CH:17]=[N:16][C:15]2[C:10]1=[N:11][CH:12]=[N:13][C:14]=2[N:18]1[CH2:23][CH2:22][CH:21]([C:24]2[CH:33]=[CH:32][C:31]3[CH2:30][CH2:29][CH2:28][NH:27][C:26]=3[N:25]=2)[CH2:20][CH2:19]1)([CH3:4])([CH3:2])[CH3:3]. Reported procedure: 878 mg of the compound of example 1, step d) were dissolved in 50 ml of methanol and 0.4 ml of acetic acid. Under a nitrogen atmosphere 350 mg of 10% palladium on charcoal were carefully added, and hydrogenation was performed under shaking of the reaction vessel. After 5 hours the reaction was complete. The solvents were removed after filtration of the catalyst Yield: 680 mg of a resinous product. MS (ES+): m/e=479.3 (M+H)+.